Task: describe an organic reaction: reactants, conditions, products, and yield. Dataset: the Open Reaction Database (ORD), a public repository of structured organic reaction records Procedure: The title compound was prepared from 2-[3-(5-hydroxymethyl-[1,2,3]triazol-1-yl)-phenyl]8-(isobutyl-methyl-amino)-4-oxo-4,5-dihydro-3H -benzo[b][1,4]diazepine-7-carbonitrile (Example 111) (200 mg, 0.45 mmol) by reaction with thionylchloride in dichloromethane and subsequent treatment of the corresponding chloride with pyrrolidine in DMF according to the method described in Example 45. Obtained as a light yellow solid (140 mg, 63%). The reactants are OCC1=CN=NN1C=1C=C(C=CC1)C=1CC(NC2=C(N1)C=C(C(=C2)C#N)N(C)CC(C)C)=O (2-[3-(5-hydroxymethyl-[1,2,3]triazol-1-yl)-phenyl]8-(isobutyl-methyl-amino)-4-oxo-4,5-dihydro-3H -benzo[b][1,4]diazepine-7-carbonitrile), S(=O)(Cl)Cl (thionylchloride), [Cl-] (chloride), N1CCCC1 (pyrrolidine). As a reaction SMILES: O[CH2:2][C:3]1[N:7]([C:8]2[CH:9]=[C:10]([C:14]3[CH2:15][C:16](=[O:33])[NH:17][C:18]4[CH:24]=[C:23]([C:25]#[N:26])[C:22]([N:27]([CH2:29][CH:30]([CH3:32])[CH3:31])[CH3:28])=[CH:21][C:19]=4[N:20]=3)[CH:11]=[CH:12][CH:13]=2)[N:6]=[N:5][CH:4]=1.S(Cl)(Cl)=O.[Cl-].[NH:39]1[CH2:43][CH2:42][CH2:41][CH2:40]1>ClCCl.CN(C=O)C>[CH2:29]([N:27]([CH3:28])[C:22]1[C:23]([C:25]#[N:26])=[CH:24][C:18]2[NH:17][C:16](=[O:33])[CH2:15][C:14]([C:10]3[CH:11]=[CH:12][CH:13]=[C:8]([N:7]4[C:3]([CH2:2][N:39]5[CH2:43][CH2:42][CH2:41][CH2:40]5)=[CH:4][N:5]=[N:6]4)[CH:9]=3)=[N:20][C:19]=2[CH:21]=1)[CH:30]([CH3:31])[CH3:32]. Yields the product C(C(C)C)N(C=1C(=CC2=C(N=C(CC(N2)=O)C2=CC(=CC=C2)N2N=NC=C2CN2CCCC2)C1)C#N)C (8-(Isobutyl-methyl-amino)-4-oxo-2-[3-(5-pyrrolidin-1-ylmethyl-[1,2,3]triazol-1-yl)-phenyl]-4,5-dihydro-3H-benzo[b][1,4]diazepine-7-carbonitrile), solid. Yield: 63.0%. The solvent is ClCCl (dichloromethane), CN(C)C=O (DMF). Procedure: The title compound was synthesized according to the procedure described in example 1 using 2,6-dichloro-quinoline-5-carboxylic acid (4,4-difluoro-1-hydroxycyclohexylmethyl)-amide, DIPEA and (R)—N,N-dimethylpyrrolidin-3-amine. 1H NMR (400 MHz, DMSO-d6) δ ppm 8.73 (m, 1H), 7.85 (1H), 7.48 (m, 2H), 6.69 (1H), 4.66 (s, 1H), 3.89 (m, 1H), 3.70 (m, 1H), 3.45 (m, 1H), 3.26 (m, 2H), 2.85 (m, 1H), 2.54 (m, 4H), 2.22 (s, 6H), 2.15 (m, 1H), 2.06 (m, 2H), 1.85 (m, 3H), 1.74-1.76 (m, 5H). m/z: 467 [M+H] The product is FC1(CCC(CC1)(O)CNC(=O)C=1C=2C=CC(=NC2C=CC1Cl)N1C[C@@H](CC1)N(C)C)F (6-Chloro-2-((R)-3-dimethylamino-pyrrolidin-1-yl)-quinoline-5-carboxylic acid (4,4-difluoro-1-hydroxy-cyclohexylmethyl)-amide). Reactants: FC1(CCC(CC1)(O)CNC(=O)C=1C=2C=CC(=NC2C=CC1Cl)Cl)F (2,6-dichloro-quinoline-5-carboxylic acid (4,4-difluoro-1-hydroxycyclohexylmethyl)-amide), CCN(C(C)C)C(C)C (DIPEA), CN([C@H]1CNCC1)C ((R)—N,N-dimethylpyrrolidin-3-amine). RXN SMILES: [F:1][C:2]1([F:25])[CH2:7][CH2:6][C:5]([CH2:9][NH:10][C:11]([C:13]2[C:14]3[CH:15]=[CH:16][C:17](Cl)=[N:18][C:19]=3[CH:20]=[CH:21][C:22]=2[Cl:23])=[O:12])([OH:8])[CH2:4][CH2:3]1.CCN(C(C)C)C(C)C.[CH3:35][N:36]([CH3:42])[C@@H:37]1[CH2:41][CH2:40][NH:39][CH2:38]1>>[F:1][C:2]1([F:25])[CH2:7][CH2:6][C:5]([CH2:9][NH:10][C:11]([C:13]2[C:14]3[CH:15]=[CH:16][C:17]([N:39]4[CH2:40][CH2:41][C@@H:37]([N:36]([CH3:42])[CH3:35])[CH2:38]4)=[N:18][C:19]=3[CH:20]=[CH:21][C:22]=2[Cl:23])=[O:12])([OH:8])[CH2:4][CH2:3]1. The reactants are C(C)(C)(C)C=1C=CC(=C(C1)C#C[Si](C)(C)C)C ((5-tert-butyl-2-methyl-phenylethynyl)-trimethyl-silane), C(C)(C)(C)C=1C=CC(=C(C1)C#C[Si](C)(C)C)C ((5-tert-butyl-2-methyl-phenylethynyl)-trimethyl-silane), C([O-])([O-])=O.[K+].[K+] (potassium carbonate). Run in CO (methanol). The product is C(C)(C)(C)C1=CC(=C(C=C1)C)C#C (4-tert-Butyl-2-ethynyl-1-methyl-benzene). As a reaction SMILES: [C:1]([C:5]1[CH:6]=[CH:7][C:8]([CH3:17])=[C:9]([C:11]#[C:12][Si](C)(C)C)[CH:10]=1)([CH3:4])([CH3:3])[CH3:2].C(=O)([O-])[O-].[K+].[K+]>CO>[C:1]([C:5]1[CH:6]=[CH:7][C:8]([CH3:17])=[C:9]([C:11]#[CH:12])[CH:10]=1)([CH3:4])([CH3:3])[CH3:2] |f:1.2.3|. Procedure: Following general procedure F and using (5-tert-butyl-2-methyl-phenylethynyl)-trimethyl-silane (Intermediate 109, 0.16 g, 0.66 mmol), methanol (5 mL) and potassium carbonate (0.05 g, 0.36 mmol), the title compound was obtained (0.08 g, 67%). The reactants are BrCC(=O)OCC (ethyl bromoacetate), [H-].[Na+] (sodium hydride), ClC1=CC=C(C=C1)SC1=C(NC2=CC(=CC=C12)S(=O)(=O)C)C (3-[(4-chlorophenyl)thio]-2-methyl-6-(methylsulfonyl)-1H-indole), product, O1CCCC1 (tetrahydrofuran). Reaction conditions: time 1 hour. Yields the product CC=1N(C2=CC(=CC=C2C1SC1=CC=C(C=C1)C)S(=O)(=O)C)CC(=O)OCC (2-methyl-3-[(4-methylphenyl)thio]-6-(methylsulfonyl)-1H-indole-1-acetic acid, ethyl ester), solid. RXN SMILES: [H-].[Na+].Cl[C:4]1[CH:9]=[CH:8][C:7]([S:10][C:11]2[C:19]3[C:14](=[CH:15][C:16]([S:20]([CH3:23])(=[O:22])=[O:21])=[CH:17][CH:18]=3)[NH:13][C:12]=2[CH3:24])=[CH:6][CH:5]=1.Br[CH2:26][C:27]([O:29][CH2:30][CH3:31])=[O:28].O1CCC[CH2:33]1>>[CH3:24][C:12]1[N:13]([CH2:26][C:27]([O:29][CH2:30][CH3:31])=[O:28])[C:14]2[C:19]([C:11]=1[S:10][C:7]1[CH:8]=[CH:9][C:4]([CH3:33])=[CH:5][CH:6]=1)=[CH:18][CH:17]=[C:16]([S:20]([CH3:23])(=[O:22])=[O:21])[CH:15]=2 |f:0.1|. Reported procedure: To a stirred solution of sodium hydride (45 mg of 60% dispersion in mineral oil) in dry tetrahydrofuran (10 ml) was added 3-[(4-chlorophenyl)thio]-2-methyl-6-(methylsulfonyl)-1H-indole (160 mg) (the product of Example 20 step i). After 30 minutes the reaction was treated with ethyl bromoacetate (78 μl) and stirring continued for 1 hour. Reaction was quenched with ethanol, the solvent was removed in vacuo, the residue redissolved in ethyl acetate, washed with water, dried (MgSO4), and evaporated ...